Dataset: the Open Reaction Database (ORD), a public repository of structured organic reaction records. Task: describe an organic reaction: reactants, conditions, products, and yield Reactants: IC1=CC=C(C(=O)OCC)C=C1 (ethyl 4-iodobenzoate), C[C@H]1NC(OC1)=O ((R)-4-methyloxazolidin-2-one). Yields the product C[C@H]1N(C(OC1)=O)C1=CC=C(C(=O)O)C=C1 ((R)-4-(4-methyl-2-oxooxazolidin-3-yl)benzoic acid). RXN SMILES: I[C:2]1[CH:12]=[CH:11][C:5]([C:6]([O:8]CC)=[O:7])=[CH:4][CH:3]=1.[CH3:13][C@@H:14]1[CH2:18][O:17][C:16](=[O:19])[NH:15]1>>[CH3:13][C@@H:14]1[CH2:18][O:17][C:16](=[O:19])[N:15]1[C:2]1[CH:3]=[CH:4][C:5]([C:6]([OH:8])=[O:7])=[CH:11][CH:12]=1. Procedure: By reaction and treatment in the same manner as in Preparation Example 18 and using ethyl 4-iodobenzoate (1.4 mL) and (R)-4-methyloxazolidin-2-one (860 mg) described in Preparation Example 25, the title compound (0.9 g) was obtained. The reactants are O=C([O-])[O-], ClCCBr, Clc1nc(NC2CCCCC2)c2[nH]cnc2n1, [K+], [K+], CN(C)C=O. The product is ClCCn1cnc2c(NC3CCCCC3)nc(Cl)nc21. As a reaction SMILES: [C:22](=[O:23])([O-:24])[O-:25].[Cl:18][CH2:19][CH2:20][Br:21].[Cl:1][c:2]1[n:3][c:4]([NH:11][CH:12]2[CH2:13][CH2:14][CH2:15][CH2:16][CH2:17]2)[c:5]2[nH:6][cH:7][n:8][c:9]2[n:10]1.[K+:26].[K+:27].[O:28]=[CH:29][N:30]([CH3:31])[CH3:32]>>[Cl:1][c:2]1[n:3][c:4]([NH:11][CH:12]2[CH2:13][CH2:14][CH2:15][CH2:16][CH2:17]2)[c:5]2[n:6][cH:7][n:8]([CH2:20][CH2:19][Cl:18])[c:9]2[n:10]1.